Task: describe an organic reaction: reactants, conditions, products, and yield. Dataset: the Open Reaction Database (ORD), a public repository of structured organic reaction records The reactants are Cc1cc2c(Br)ccnc2n1S(=O)(=O)c1ccccc1, CCCC[N+](CCCC)(CCCC)CCCC, [F-], C1CCOC1. The product is Cc1cc2c(Br)ccnc2[nH]1. Reaction SMILES: [Br:19][c:20]1[c:21]2[c:22]([n:23][cH:24][cH:25]1)[n:26]([S:30]([c:31]1[cH:32][cH:33][cH:34][cH:35][cH:36]1)(=[O:37])=[O:38])[c:27]([CH3:29])[cH:28]2.[CH3:2][CH2:3][CH2:4][CH2:5][N+:6]([CH2:7][CH2:8][CH2:9][CH3:10])([CH2:11][CH2:12][CH2:13][CH3:14])[CH2:15][CH2:16][CH2:17][CH3:18].[F-:1].[O:39]1[CH2:40][CH2:41][CH2:42][CH2:43]1>>[Br:19][c:20]1[c:21]2[c:22]([n:23][cH:24][cH:25]1)[nH:26][c:27]([CH3:29])[cH:28]2. Reactants: COc1cc2ncnc(N3CCC(C4(C)CO4)CC3)c2cc1OC, [H-], [Na+], CN(C)C=O, O=S1(=O)CCCN1. Yields the product COc1cc2ncnc(N3CCC(C(C)(O)CN4CCCS4(=O)=O)CC3)c2cc1OC. As a reaction SMILES: [CH3:10][C:11]1([CH:14]2[CH2:15][CH2:16][N:17]([c:20]3[n:21][cH:22][n:23][c:24]4[cH:25][c:26]([O:32][CH3:33])[c:27]([O:30][CH3:31])[cH:28][c:29]34)[CH2:18][CH2:19]2)[O:12][CH2:13]1.[H-:1].[Na+:2].[O:34]=[CH:35][N:36]([CH3:37])[CH3:38].[S:3]1(=[O:8])(=[O:9])[NH:4][CH2:5][CH2:6][CH2:7]1>>[S:3]1(=[O:8])(=[O:9])[N:4]([CH2:13][C:11]([CH3:10])([OH:12])[CH:14]2[CH2:15][CH2:16][N:17]([c:20]3[n:21][cH:22][n:23][c:24]4[cH:25][c:26]([O:32][CH3:33])[c:27]([O:30][CH3:31])[cH:28][c:29]34)[CH2:18][CH2:19]2)[CH2:5][CH2:6][CH2:7]1. The reactants are [Br-], CC[Mg+], CCCCOc1ccc(OCCCNC(C)C)c(C=O)c1, [Cl-], [NH4+], C1CCOC1. Product: CCCCOc1ccc(OCCCNC(C)C)c(C(O)CC)c1, Cl. Reaction SMILES: [Br-:22].[CH2:23]([CH3:24])[Mg+:25].[CH:1]([CH3:2])([CH3:3])[NH:4][CH2:5][CH2:6][CH2:7][O:8][c:9]1[c:10]([CH:11]=[O:12])[cH:13][c:14]([O:17][CH2:18][CH2:19][CH2:20][CH3:21])[cH:15][cH:16]1.[Cl-:26].[NH4+:27].[O:28]1[CH2:29][CH2:30][CH2:31][CH2:32]1>>[CH:1]([CH3:2])([CH3:3])[NH:4][CH2:5][CH2:6][CH2:7][O:8][c:9]1[c:10]([CH:11]([OH:12])[CH2:23][CH3:24])[cH:13][c:14]([O:17][CH2:18][CH2:19][CH2:20][CH3:21])[cH:15][cH:16]1.[ClH:26]. The reactants are CCOC(=O)CCc1cn(Cc2ccc(OCc3cn4c(OCC)cccc4n3)cc2)nc1OCC, CCO, Cl, [Na+], C1CCOC1, [OH-]. The product is CCOc1nn(Cc2ccc(OCc3cn4c(OCC)cccc4n3)cc2)cc1CCC(=O)O. As a reaction SMILES: [CH2:1]([CH3:2])[O:3][c:4]1[n:5][n:6]([CH2:16][c:17]2[cH:18][cH:19][c:20]([O:23][CH2:24][c:25]3[n:26][c:27]4[n:28]([c:29]([O:33][CH2:34][CH3:35])[cH:30][cH:31][cH:32]4)[cH:36]3)[cH:21][cH:22]2)[cH:7][c:8]1[CH2:9][CH2:10][C:11](=[O:12])[O:13][CH2:14][CH3:15].[CH3:45][CH2:46][OH:47].[ClH:44].[Na+:38].[O:39]1[CH2:40][CH2:41][CH2:42][CH2:43]1.[OH-:37]>>[CH2:1]([CH3:2])[O:3][c:4]1[n:5][n:6]([CH2:16][c:17]2[cH:18][cH:19][c:20]([O:23][CH2:24][c:25]3[n:26][c:27]4[n:28]([c:29]([O:33][CH2:34][CH3:35])[cH:30][cH:31][cH:32]4)[cH:36]3)[cH:21][cH:22]2)[cH:7][c:8]1[CH2:9][CH2:10][C:11](=[O:12])[OH:13]. Reactants: BrC1=NN(C=N1)C1=CC=C(C=C1)C(F)(F)F (3-bromo-1-(4-(trifluoromethyl)phenyl)-1H-1,2,4-triazole), CC1(OB(OC1(C)C)C1=CC=C(C=C1)CC(=O)OC)C (methyl 2-(4-(4,4,5,5-tetramethyl-1,3,2-dioxaborolan-2-yl)phenyl)acetate). The product is FC(C1=CC=C(C=C1)N1N=C(N=C1)C1=CC=C(C=C1)CC(=O)OC)(F)F (methyl 2-(4-(1-(4-(trifluoromethyl)phenyl)-1H-1,2,4-triazol-3-yl)phenyl)acetate), solid. Isolated yield 81.0%. As a reaction SMILES: Br[C:2]1[N:6]=[CH:5][N:4]([C:7]2[CH:12]=[CH:11][C:10]([C:13]([F:16])([F:15])[F:14])=[CH:9][CH:8]=2)[N:3]=1.CC1(C)C(C)(C)OB([C:25]2[CH:30]=[CH:29][C:28]([CH2:31][C:32]([O:34][CH3:35])=[O:33])=[CH:27][CH:26]=2)O1>>[F:14][C:13]([F:16])([F:15])[C:10]1[CH:11]=[CH:12][C:7]([N:4]2[CH:5]=[N:6][C:2]([C:25]3[CH:30]=[CH:29][C:28]([CH2:31][C:32]([O:34][CH3:35])=[O:33])=[CH:27][CH:26]=3)=[N:3]2)=[CH:8][CH:9]=1. Reported procedure: The title compound was prepared as described in Example 3 using 3-bromo-1-(4-(trifluoromethyl)phenyl)-1H-1,2,4-triazole (C1b) and methyl 2-(4-(4,4,5,5-tetramethyl-1,3,2-dioxaborolan-2-yl)phenyl)acetate (C2) and isolated as a white solid (2.3 g, 81%): 1H NMR (400 MHz, DMSO-d6) δ 9.53 (s, 1H), 8.23-8.16 (m, 2H), 8.08 (d, J=8.2 Hz, 2H), 8.03-7.96 (m, 2H), 7.49-7.38 (m, 2H), 3.78 (s, 2H), 3.65 (s, 3H); 19F NMR (376 MHz, DMSO-d6) δ −60.82; ESIMS m/z 362 ([M+H]+). Reactants: O1C(OCC1)C1=NC=C(C=C1[N+](=O)[O-])F (2-(1,3-dioxolan-2-yl)-5-fluoro-3-nitropyridine). Reagents/catalysts: [Pd] (Pd/C). Solvent: C(C)O (ethanol). Run at temperature 25 celsius, time 8 hour. Yields the product O1C(OCC1)C1=NC=C(C=C1N)F (2-(1,3-dioxolan-2-yl)-5-fluoropyridin-3-amine). As a reaction SMILES: [O:1]1[CH2:5][CH2:4][O:3][CH:2]1[C:6]1[C:11]([N+:12]([O-])=O)=[CH:10][C:9]([F:15])=[CH:8][N:7]=1>C(O)C.[Pd]>[O:1]1[CH2:5][CH2:4][O:3][CH:2]1[C:6]1[C:11]([NH2:12])=[CH:10][C:9]([F:15])=[CH:8][N:7]=1. Procedure details: To a solution of 2-(1,3-dioxolan-2-yl)-5-fluoro-3-nitropyridine (10 g, 46.69 mmol) in ethanol (140 mL) was added Pd/C (1 g) under nitrogen atmosphere. The reaction mixture was stirred for overnight under hydrogen atmosphere at 25° C. The reaction mixture was filtered through Celite™ and washed with EtOH. The filtrate was concentrated in vacuo and residue was purified by column chromatography on silica gel using 0-40% EtOAc in hexane to give 2-(1,3-dioxolan-2-yl)-5-fluoropyridin-3-amine: LC-MS (E... The reactants are O=C([O-])[O-], COC(=O)OC, COc1ccc2[nH]ccc2c1, CN(C)C=O, [K+], [K+]. Product: COc1ccc2c(ccn2C)c1. As a reaction SMILES: [C:12](=[O:13])([O-:14])[O-:15].[CH3:18][O:19][C:20]([O:21][CH3:22])=[O:23].[CH3:1][O:2][c:3]1[cH:4][c:5]2[cH:6][cH:7][nH:8][c:9]2[cH:10][cH:11]1.[CH3:24][N:25]([CH3:26])[CH:27]=[O:28].[K+:16].[K+:17]>>[CH3:1][O:2][c:3]1[cH:4][c:5]2[cH:6][cH:7][n:8]([CH3:12])[c:9]2[cH:10][cH:11]1. Starting materials: BrC1=CC=C(C=C1)C=CC1=CC=C(C=C1)Br (4,4'-dibromostilbene), C(C=C)#N (acrylonitrile), C(CCC)N(CCCC)CCCC (tri-n-butylamine), C1(=CC=CC=C1)P(C1=CC=CC=C1)C1=CC=CC=C1 (triphenylphosphine). Reagents/catalysts: C(C)(=O)[O-].[Pd+2].C(C)(=O)[O-] (palladium acetate). Run in C1(=CC=CC=C1)C (toluene). Reaction conditions: time 7 hour. Yields the product BrC1=CC=C(C=C1)C=CC1=CC=C(C=C1)C=CC#N (4-bromostilbene-4'-acrylonitrile). Yield: 16.1%. As a reaction SMILES: Br[C:2]1[CH:7]=[CH:6][C:5]([CH:8]=[CH:9][C:10]2[CH:15]=[CH:14][C:13]([Br:16])=[CH:12][CH:11]=2)=[CH:4][CH:3]=1.[C:17](#[N:20])[CH:18]=[CH2:19].C(N(CCCC)CCCC)CCC.C1(P(C2C=CC=CC=2)C2C=CC=CC=2)C=CC=CC=1>C([O-])(=O)C.[Pd+2].C([O-])(=O)C.C1(C)C=CC=CC=1>[Br:16][C:13]1[CH:14]=[CH:15][C:10]([CH:9]=[CH:8][C:5]2[CH:6]=[CH:7][C:2]([CH:19]=[CH:18][C:17]#[N:20])=[CH:3][CH:4]=2)=[CH:11][CH:12]=1 |f:4.5.6|. Reported procedure: 6.76 g (0.02 mol) of 4,4'-dibromostilbene, 1.06 g (0.02 mol) of acrylonitrile, 4.08 g (0.022 mol) of tri-n-butylamine, 0.0898 g (0.4 mmol) of palladium acetate and 0.2098 g (0.8 mmol) of triphenylphosphine are added under argon to 10 ml of toluene. The reaction mixture is stirred at 100°-115° C. for 7 hours. Working up gives 1 g (16% of theory) of 4-bromostilbene-4'-acrylonitrile in the form of a pale yellow powder. Melting point 258° C. Starting materials: CN1N=CC(=C1C(NC1=CC=2N(C=C1)N=C(N2)N2CCOCC2)=O)C(=O)O (1-methyl-5-(2-morpholin-4-yl-[1,2,4]triazolo[1,5-a]pyridin-7-ylcarbamoyl)-1H-pyrazole-4-carboxylic acid), Cl.CNC (dimethylamine hydrochloride), C(C)N(C(C)C)C(C)C (N-ethyldiisopropylamine), CCCP1(=O)OP(=O)(OP(=O)(O1)CCC)CCC (1-propanephosphonic acid cyclic anhydride). Solvent: O1CCCC1 (tetrahydrofurane). Reaction conditions: temperature 70 celsius, time 22 hour. Yields the product CN(C(=O)C=1C=NN(C1C(=O)NC1=CC=2N(C=C1)N=C(N2)N2CCOCC2)C)C (N4,N4,1-trimethyl-N5-(2-morpholino-[1,2,4]triazolo[1,5-a]pyridin-7-yl)-1H-pyrazole-4,5-dicarboxamide). Yield: 85.7%. RXN SMILES: [CH3:1][N:2]1[C:6]([C:7](=[O:24])[NH:8][C:9]2[CH:14]=[CH:13][N:12]3[N:15]=[C:16]([N:18]4[CH2:23][CH2:22][O:21][CH2:20][CH2:19]4)[N:17]=[C:11]3[CH:10]=2)=[C:5]([C:25](O)=[O:26])[CH:4]=[N:3]1.Cl.[CH3:29][NH:30][CH3:31].C(N(C(C)C)C(C)C)C.CCCP1(OP(CCC)(=O)OP(CCC)(=O)O1)=O>O1CCCC1>[CH3:29][N:30]([CH3:31])[C:25]([C:5]1[CH:4]=[N:3][N:2]([CH3:1])[C:6]=1[C:7]([NH:8][C:9]1[CH:14]=[CH:13][N:12]2[N:15]=[C:16]([N:18]3[CH2:19][CH2:20][O:21][CH2:22][CH2:23]3)[N:17]=[C:11]2[CH:10]=1)=[O:24])=[O:26] |f:1.2|. Reported procedure: A mixture of 1-methyl-5-(2-morpholin-4-yl-[1,2,4]triazolo[1,5-a]pyridin-7-ylcarbamoyl)-1H-pyrazole-4-carboxylic acid (150 mg, 0.404 mmole), dimethylamine hydrochloride (198 mg, 2.42 mmole), N-ethyldiisopropylamine (564 ul, 3.23 mmole) and 1-propanephosphonic acid cyclic anhydride (50% in ethyl acetate, 606 ul, 1.01 mmole) in tetrahydrofurane (7 ml) is stirred for 22 h at 70° C. The solvent is removed under reduced pressure and the residue is triturated for 1 hr with sat. aqueous sodium bicarbona... Reactants: [Cl-].[Na+].O.CCOC(=O)C (brine EtOAc), N(=[N+]=[N-])CC(=O)OCC (ethyl α-azidoacetate), C(C)(C)(C)OP(=O)(OC(C)(C)C)C(C1=CC=C(C=O)C=C1)O (4-[bis(tert-butoxy) -phosphorylhydroxymethyl)benzaldehyde), C[O-].[Na+] (NaOMe). Solvent: CO (MeOH), CO (MeOH). Run at temperature -78 celsius, time 5 minute. Yields the product N(=[N+]=[N-])C(C(=O)OC)=CC1=CC=C(C=C1)C(O)P(=O)(OC(C)(C)C)OC(C)(C)C (Methyl α-azido-4-[bis(tert-butoxy)phosphorylhydroxymethyl]cinnamate). As a reaction SMILES: [N:1]([CH2:4][C:5]([O:7][CH2:8]C)=[O:6])=[N+:2]=[N-:3].[C:10]([O:14][P:15]([CH:22]([OH:31])[C:23]1[CH:30]=[CH:29][C:26]([CH:27]=O)=[CH:25][CH:24]=1)([O:17][C:18]([CH3:21])([CH3:20])[CH3:19])=[O:16])([CH3:13])([CH3:12])[CH3:11].C[O-].[Na+].[Cl-].[Na+].O.CCOC(C)=O>CO>[N:1]([C:4](=[CH:27][C:26]1[CH:25]=[CH:24][C:23]([CH:22]([P:15]([O:17][C:18]([CH3:21])([CH3:20])[CH3:19])([O:14][C:10]([CH3:11])([CH3:13])[CH3:12])=[O:16])[OH:31])=[CH:30][CH:29]=1)[C:5]([O:7][CH3:8])=[O:6])=[N+:2]=[N-:3] |f:2.3,4.5.6.7|. Reported procedure: To a solution of 6.45 g (50 mmol) of ethyl α-azidoacetate and 1.64 g (5.0 mmol) of 4-[bis(tert-butoxy) -phosphorylhydroxymethyl)benzaldehyde 6 in MeOH (20 mL) at -78° C. was added a total of 7.4 mL (40 mmol) of NaOMe, 5.4M in MeOH, dropwise over 5 minutes. The mixture was stirred 5 minutes at -78° C. then an additional 1 hour at 0° C. The resulting light yellow suspension was subjected to an extractive work up (brine/EtOAc) to yield a light yellow crystalline solid, which was triturated with CHC...